From a dataset of the Open Reaction Database (ORD), a public repository of structured organic reaction records. describe an organic reaction: reactants, conditions, products, and yield The reactants are O.[OH-].[Li+] (Lithium hydroxide monohydrate), C[C@@H](CCCCCC)OC1=CC(=C(C=C1[N+](=O)[O-])CC(=O)[O-])N(C)C ((S)-4-(1-Methylheptyloxy)-2-(N,N-dimethylamino)-5-nitro-phenylacetate), Cl (HCl). The solvent is C1CCOC1 (THF), O (water). Reaction conditions: time 15 minute. Yields the product C[C@@H](CCCCCC)OC1=CC(=C(C=C1[N+](=O)[O-])O)N(C)C ((S)-4-(1-Methylheptyloxy)-2-(N,N-dimethylamino)-5-nitro-phenol). Yield: 92.0%. RXN SMILES: [OH2:1].[OH-].[Li+].[CH3:4][C@H:5]([O:12][C:13]1[C:18]([N+:19]([O-:21])=[O:20])=[CH:17][C:16](CC([O-])=O)=[C:15]([N:26]([CH3:28])[CH3:27])[CH:14]=1)[CH2:6][CH2:7][CH2:8][CH2:9][CH2:10][CH3:11].Cl>C1COCC1.O>[CH3:4][C@H:5]([O:12][C:13]1[C:18]([N+:19]([O-:21])=[O:20])=[CH:17][C:16]([OH:1])=[C:15]([N:26]([CH3:28])[CH3:27])[CH:14]=1)[CH2:6][CH2:7][CH2:8][CH2:9][CH2:10][CH3:11] |f:0.1.2|. Reported procedure: Lithium hydroxide monohydrate (226 mg, 5.38 mmol) was added to a stirred solution of compound 59 in 15 ml THF and 5 ml water. The reaction mixture was stirred for 15 minutes and was then acidified with concentrated HCl. Extracted with ether, the organic layer was washed with brine and dried over MgSO4. The crude product was purified via flash chromatography over silica gel (80/20, v/v, Hex/EtOAc). Evaporation of solvent yielded 308 mg (92%) of a viscous orange oil. This product rapidly decompose...